From a dataset of the Open Reaction Database (ORD), a public repository of structured organic reaction records. describe an organic reaction: reactants, conditions, products, and yield The reactants are O (water), C(C)(C)I (Isopropyl iodide), BrC1=CC2=C(C=3N(CCO2)C=C(N3)C=3NC=C(N3)C)C=C1 (9-bromo-2-(4-methyl-1H-imidazol-2-yl)-5,6-dihydrobenzo[f]imidazo[1,2-d][1,4]oxazepine), C([O-])([O-])=O.[Cs+].[Cs+] (cesium carbonate). The solvent is CN(C=O)C (N,N-dimethylformamide). Conditions: time 18 hour. Product: BrC1=CC2=C(C=3N(CCO2)C=C(N3)C=3N(C=C(N3)C)C(C)C)C=C1 (9-bromo-2-(1-isopropyl-4-methyl-1H-imidazol-2-yl)-5,6-dihydrobenzo[f]imidazo[1,2-d][1,4]oxazepine). Yield: 44.8%. RXN SMILES: [CH:1](I)([CH3:3])[CH3:2].[Br:5][C:6]1[CH:25]=[CH:24][C:9]2[C:10]3[N:11]([CH:15]=[C:16]([C:18]4[NH:19][CH:20]=[C:21]([CH3:23])[N:22]=4)[N:17]=3)[CH2:12][CH2:13][O:14][C:8]=2[CH:7]=1.C(=O)([O-])[O-].[Cs+].[Cs+].O>CN(C)C=O>[Br:5][C:6]1[CH:25]=[CH:24][C:9]2[C:10]3[N:11]([CH:15]=[C:16]([C:18]4[N:19]([CH:1]([CH3:3])[CH3:2])[CH:20]=[C:21]([CH3:23])[N:22]=4)[N:17]=3)[CH2:12][CH2:13][O:14][C:8]=2[CH:7]=1 |f:2.3.4|. Reported procedure: Isopropyl iodide (165 uL, 1.65 mmol) was added to a mixture of 417 mg (1.21 mmol) of 9-bromo-2-(4-methyl-1H-imidazol-2-yl)-5,6-dihydrobenzo[f]imidazo[1,2-d][1,4]oxazepine and cesium carbonate (538 mg, 1.65 mmol) in 3 ml of N,N-dimethylformamide. The reaction mixture was stirred at room temperature for 18 hours, mixed with water and extracted with ethyl acetate. The organic extract was washed with water, brine, dried over MgSO4, concentrated, and purified on 4 g silica column eluting with 4-5% me... The reactants are Cl.COC=1C=NC(=NC1)N1CCNCC1 (5-Methoxy-2-piperazin-1-yl-pyrimidine hydrochloride), CCN(C(C)C)C(C)C (DIPEA), C(Cl)Cl (CH2Cl2), FC1=CC=C(C=C1)C1=NN(C(=N1)C1=CC=C(C=C1)F)CC(=O)O ((3,5-bis-(4-fluoro-phenyl)-(1,2,4)triazol-1-yl)-acetic acid), CCN(C(C)C)C(C)C (DIPEA). Run in CN(C)C=O (DMF), CN(C)C=O (DMF). Conditions: time 7 minute. Yields the product FC1=CC=C(C=C1)C1=NN(C(=N1)C1=CC=C(C=C1)F)CC(=O)N1CCN(CC1)C1=NC=C(C=N1)OC (2-(3,5-Bis-(4-fluoro-phenyl)-(1,2,4)triazol-1-yl)-1-(4-(5-methoxy-pyrimidin-2-yl)-piperazin-1-yl)-ethanone). Yield: 20.5%. RXN SMILES: [F:1][C:2]1[CH:7]=[CH:6][C:5]([C:8]2[N:12]=[C:11]([C:13]3[CH:18]=[CH:17][C:16]([F:19])=[CH:15][CH:14]=3)[N:10]([CH2:20][C:21](O)=[O:22])[N:9]=2)=[CH:4][CH:3]=1.CCN(C(C)C)C(C)C.Cl.[CH3:34][O:35][C:36]1[CH:37]=[N:38][C:39]([N:42]2[CH2:47][CH2:46][NH:45][CH2:44][CH2:43]2)=[N:40][CH:41]=1.C(Cl)Cl>CN(C=O)C>[F:1][C:2]1[CH:7]=[CH:6][C:5]([C:8]2[N:12]=[C:11]([C:13]3[CH:18]=[CH:17][C:16]([F:19])=[CH:15][CH:14]=3)[N:10]([CH2:20][C:21]([N:45]3[CH2:46][CH2:47][N:42]([C:39]4[N:38]=[CH:37][C:36]([O:35][CH3:34])=[CH:41][N:40]=4)[CH2:43][CH2:44]3)=[O:22])[N:9]=2)=[CH:4][CH:3]=1 |f:2.3|. Procedure details: 100 mg (3,5-bis-(4-fluoro-phenyl)-(1,2,4)triazol-1-yl)-acetic acid was dissolved in 2 mL DMF. 163 mg PFTU and 0.5 mL DIPEA were added to this solution and the mixture was stirred for 7 min at RT. Then, 88 mg 5-Methoxy-2-piperazin-1-yl-pyrimidine hydrochloride and 0.11 mL DIPEA dissolved in 1.5 mL DMF were added and the reaction was stirred 3 h at RT. Then, a saturated sodiumhydrogencarbonate solution and CH2Cl2 were added, the organic phase was separated and the solvent was removed. The residue ...